Dataset: the Open Reaction Database (ORD), a public repository of structured organic reaction records. Task: describe an organic reaction: reactants, conditions, products, and yield Reactants: CC(C)(C)O, C1CCOC1, CC=C(C)C, [O-][Cl+][O-], CS(=O)(=O)c1ccc(C(COC(=O)CCCCCO[N+](=O)[O-])=C(C=O)c2ccccc2)cc1, [Na+], O=P(O)(O)O. Yields the product CS(=O)(=O)c1ccc(C(COC(=O)CCCCCO[N+](=O)[O-])=C(C(=O)O)c2ccccc2)cc1. Reaction SMILES: [C:48]([OH:49])([CH3:50])([CH3:51])[CH3:52].[CH2:53]1[O:54][CH2:55][CH2:56][CH2:57]1.[CH3:34][C:35](=[CH:36][CH3:37])[CH3:38].[Cl+:44]([O-:45])[O-:46].[N+:1](=[O:2])([O-:3])[O:4][CH2:5][CH2:6][CH2:7][CH2:8][CH2:9][C:10](=[O:11])[O:12][CH2:13][C:14](=[C:15]([CH:16]=[O:17])[c:18]1[cH:19][cH:20][cH:21][cH:22][cH:23]1)[c:24]1[cH:25][cH:26][c:27]([S:30](=[O:31])(=[O:32])[CH3:33])[cH:28][cH:29]1.[Na+:47].[P:39]([OH:40])(=[O:41])([OH:42])[OH:43]>>[N+:1](=[O:2])([O-:3])[O:4][CH2:5][CH2:6][CH2:7][CH2:8][CH2:9][C:10](=[O:11])[O:12][CH2:13][C:14](=[C:15]([C:16](=[O:17])[OH:40])[c:18]1[cH:19][cH:20][cH:21][cH:22][cH:23]1)[c:24]1[cH:25][cH:26][c:27]([S:30](=[O:31])(=[O:32])[CH3:33])[cH:28][cH:29]1. Starting materials: NC=1SC=C(C1C(=O)OCC)C(C)C (ethyl 2-amino-4-isopropylthiophene-3-carboxylate), C(=O)N (formamide). The product is OC=1C2=C(N=CN1)SC=C2C(C)C (4-hydroxy-5-isopropylthieno[2,3-d]pyrimidine). RXN SMILES: [NH2:1][C:2]1[S:3][CH:4]=[C:5]([CH:12]([CH3:14])[CH3:13])[C:6]=1[C:7](OCC)=[O:8].[CH:15]([NH2:17])=O>>[OH:8][C:7]1[C:6]2[C:5]([CH:12]([CH3:14])[CH3:13])=[CH:4][S:3][C:2]=2[N:1]=[CH:15][N:17]=1. Procedure: Using ethyl 2-amino-4-isopropylthiophene-3-carboxylate (800 mg, 3.8 mmol) and formamide (5 ml), a similar procedure to a) in Production Example 208 was carried out to obtain 4-hydroxy-5-isopropylthieno[2,3-d]pyrimidine (330 mg, 1.7 mmol) having the following physical properties: